This data is from the Open Reaction Database (ORD), a public repository of structured organic reaction records. The task is: describe an organic reaction: reactants, conditions, products, and yield Starting materials: C1(CC1)CN1N=CC(=C1)C1=CC2=C(C=N1)C=NN2C2=CC=CC(=N2)N2CCN(CCC2)C(=O)OC(C)(C)C (tert-butyl 4-(6-(6-(1-(cyclopropylmethyl)-1H-pyrazol-4-yl)-1H-pyrazolo[4,3-c]-pyridin-1-yl)pyridin-2-yl)-1,4-diazepane-1-carboxylate). The solvent is Cl.CO (HCl MeOH). The product is N1(CCNCCC1)C1=CC=CC(=N1)N1N=CC=2C=NC(=CC21)C=2C=NN(C2)CC2CC2 (1-(6-(1,4-Diazepan-1-yl)pyridin-2-yl)-6-(1-(cyclopropylmethyl)-1H-pyrazol-4-yl)-1H-pyrazolo[4,3-c]pyridine). Yield: 43.3%. Reaction SMILES: [CH:1]1([CH2:4][N:5]2[CH:9]=[C:8]([C:10]3[N:15]=[CH:14][C:13]4[CH:16]=[N:17][N:18]([C:19]5[N:24]=[C:23]([N:25]6[CH2:31][CH2:30][CH2:29][N:28](C(OC(C)(C)C)=O)[CH2:27][CH2:26]6)[CH:22]=[CH:21][CH:20]=5)[C:12]=4[CH:11]=3)[CH:7]=[N:6]2)[CH2:3][CH2:2]1>Cl.CO>[N:25]1([C:23]2[N:24]=[C:19]([N:18]3[C:12]4[CH:11]=[C:10]([C:8]5[CH:7]=[N:6][N:5]([CH2:4][CH:1]6[CH2:3][CH2:2]6)[CH:9]=5)[N:15]=[CH:14][C:13]=4[CH:16]=[N:17]3)[CH:20]=[CH:21][CH:22]=2)[CH2:31][CH2:30][CH2:29][NH:28][CH2:27][CH2:26]1 |f:1.2|. Procedure: A solution of tert-butyl 4-(6-(6-(1-(cyclopropylmethyl)-1H-pyrazol-4-yl)-1H-pyrazolo[4,3-c]-pyridin-1-yl)pyridin-2-yl)-1,4-diazepane-1-carboxylate (200 mg, 0.39 mmol) in HCl/MeOH (2M, 10 mL) was stirred at room temperature for 3 hours. The reaction mixture was concentrated under reduced pressure. The crude was purified by reverse phase preparative HPLC to afford 161 as a yellow solid (70 mg, 43.5%). 1H NMR (500 MHz, CDCl3) δ (ppm) 9.055-9.057 (d, J=1 Hz, 1H), 8.74 (s, 1H), 8.23 (s, 1H), 8.17 (s,... Reactants: FC(C1=CC=C(C=C1)C=CC(=O)O)(F)F (3-(4-Trifluoromethylphenyl)acrylic acid), S(O)(O)(=O)=O (sulfuric acid). The solvent is CO (methanol). Reaction conditions: temperature 100 celsius, time 3.5 hour. Product: FC(C1=CC=C(C=C1)C=CCO)(F)F (3-(4-trifluoromethylphenyl)-2-propene-1-ol). The yield is 94.1%. Reaction SMILES: [F:1][C:2]([F:15])([F:14])[C:3]1[CH:8]=[CH:7][C:6]([CH:9]=[CH:10][C:11](O)=[O:12])=[CH:5][CH:4]=1.S(=O)(=O)(O)O>CO>[F:1][C:2]([F:14])([F:15])[C:3]1[CH:4]=[CH:5][C:6]([CH:9]=[CH:10][CH2:11][OH:12])=[CH:7][CH:8]=1. Procedure details: 3-(4-Trifluoromethylphenyl)acrylic acid (3.0 g) was dissolved in methanol (30 ml), concentrated sulfuric acid (0.5 ml) was added, and the mixture was stirred at 100° C. for 3.5 hr. The reaction mixture was concentrated, and the residue was washed with water. The obtained white powder was dissolved in tetrahydrofuran (40 ml), 1M diisobutylaluminum hydride/toluene solution (34 ml) was added dropwise at −78° C., and the mixture was stirred as it was at −78° C. for 1 hr. Saturated Rochelle salt wate...